This data is from the Open Reaction Database (ORD), a public repository of structured organic reaction records. The task is: describe an organic reaction: reactants, conditions, products, and yield The reactants are F[B-](F)(F)F.C(C)[O+](CC)CC (triethyloxonium tetrafluoroborate), C(C)(=O)[O-].[Na+] (sodium acetate), Cl.NCC(=O)C1=CC=CC=C1 (2-aminoacetophenone hydrochloride), NC(C(=O)OCC)=S (ethyl aminothioxoacetate). Solvent: ClCCl (dichloromethane), C(C)(=O)O (acetic acid), ClCCl (dichloromethane). Conditions: temperature 75 celsius, time 16 hour. Yields the product C(C)OC(=O)C=1NC=C(N1)C1=CC=CC=C1 (4-phenyl-1H-imidazole-2-carboxylic acid ethyl ester). Reaction SMILES: [NH2:1][C:2](=S)[C:3]([O:5][CH2:6][CH3:7])=[O:4].F[B-](F)(F)F.C([O+](CC)CC)C.C([O-])(=O)C.[Na+].Cl.[NH2:27][CH2:28][C:29]([C:31]1[CH:36]=[CH:35][CH:34]=[CH:33][CH:32]=1)=O>ClCCl.C(O)(=O)C>[CH2:6]([O:5][C:3]([C:2]1[NH:27][CH:28]=[C:29]([C:31]2[CH:36]=[CH:35][CH:34]=[CH:33][CH:32]=2)[N:1]=1)=[O:4])[CH3:7] |f:1.2,3.4,5.6|. Procedure: A solution of ethyl aminothioxoacetate (7.4 g) in 74 ml of dichloromethane was stirred in a water bath at room temperature and treated dropwise with triethyloxonium tetrafluoroborate in dichloromethane (1.0M, 74 ml). The mixture was stirred for 16 h and then evaporated to dryness to give a yellow oil. Anhydrous sodium acetate (9.10 g), 2-aminoacetophenone hydrochloride (9.54 g), and glacial acetic acid (110 ml) were added to the oil and the mixture was stirred and heated at 75° C. under an atmos... Starting materials: C1(=CC=CC=C1)S(=O)(=O)N1C2=NC=C3N=NN(C3=C2C=C1)C1(CCN(CC1)S(=O)(=O)C=1C=NC=CC1)C (6-benzenesulfonyl-1-[4-methyl-1-(pyridine-3-sulfonyl)-piperidin-4-yl]-1,6-dihydro-1,2,3,5,6-pentaaza-as-indacene), C1CCOC1.CO (THF methanol). Reaction conditions: time 64 hour. The product is CC1(CCN(CC1)S(=O)(=O)C=1C=NC=CC1)N1N=NC2=CN=C3NC=CC3=C12 (1-[4-methyl-1-(pyridine-3-sulfonyl)-piperidin-4-yl]-1,6-dihydro-1,2,3,5,6-pentaaza-as-indacene). Isolated yield 27.0%. As a reaction SMILES: C1(S([N:10]2[CH:21]=[CH:20][C:19]3[C:11]2=[N:12][CH:13]=[C:14]2[C:18]=3[N:17]([C:22]3([CH3:37])[CH2:27][CH2:26][N:25]([S:28]([C:31]4[CH:32]=[N:33][CH:34]=[CH:35][CH:36]=4)(=[O:30])=[O:29])[CH2:24][CH2:23]3)[N:16]=[N:15]2)(=O)=O)C=CC=CC=1.C1COCC1.CO>>[CH3:37][C:22]1([N:17]2[C:18]3[C:14](=[CH:13][N:12]=[C:11]4[C:19]=3[CH:20]=[CH:21][NH:10]4)[N:15]=[N:16]2)[CH2:27][CH2:26][N:25]([S:28]([C:31]2[CH:32]=[N:33][CH:34]=[CH:35][CH:36]=2)(=[O:30])=[O:29])[CH2:24][CH2:23]1 |f:1.2|. Reported procedure: A mixture of 6-benzenesulfonyl-1-[4-methyl-1-(pyridine-3-sulfonyl)-piperidin-4-yl]-1,6-dihydro-1,2,3,5,6-pentaaza-as-indacene (74.0 mg, 0.14 mmol) in THF/methanol containing aqueous sodium hydroxide (0.53 mmol) was stirred for 64 hr. The solvent was evaporated under vacuum to a small volume, the residue dissolved in DCM, washed with saturated sodium bicarbonate solution and brine, dried over sodium sulfate and concentrated under vacuum and the resulting residue purified by column chromatography ... Starting materials: FC(C(=O)[O-])(F)F.[Tl+] (thallium trifluoroacetate), C(O)([O-])=O.[Na+] (sodium hydrogencarbonate), C(C)(=O)OCC1=CC=CC=2C(C3=C(CCC21)C=CC=C3)=O ((5-Oxo-10,11-dihydro-5H-dibenzo[a,d]cyclohepten-1-yl)methyl acetate), aqueous solution, [I-].[K+] (potassium iodide), title compounds. Run in O (water), C(C)(=O)OCC (ethyl acetate), FC(C(=O)O)(F)F (trifluoroacetic acid). Reaction conditions: time 4 hour. The product is C(C)(=O)OCC1=CC=C(C=2C(C3=C(CCC21)C=CC=C3)=O)I ((4-Iodo-5-oxo-10,11-dihydro-5H-dibenzo[a,d]cyclohepten-1-yl)methyl acetate). Reaction SMILES: [C:1]([O:4][CH2:5][C:6]1[C:16]2[CH2:15][CH2:14][C:13]3[CH:17]=[CH:18][CH:19]=[CH:20][C:12]=3[C:11](=[O:21])[C:10]=2[CH:9]=[CH:8][CH:7]=1)(=[O:3])[CH3:2].FC(F)(F)C([O-])=O.[Tl+].[I-:30].[K+].C(=O)([O-])O.[Na+]>FC(F)(F)C(O)=O.O.C(OCC)(=O)C>[C:1]([O:4][CH2:5][C:6]1[C:16]2[CH2:15][CH2:14][C:13]3[CH:17]=[CH:18][CH:19]=[CH:20][C:12]=3[C:11](=[O:21])[C:10]=2[C:9]([I:30])=[CH:8][CH:7]=1)(=[O:3])[CH3:2] |f:1.2,3.4,5.6|. Reported procedure: 4.4 g of (5-oxo-10,11-dihydro-5H-dibenzo[a,d]cyclohepten-1-yl)methyl acetate prepared in Example 1-f was dissolved in 30 ml of trifluoroacetic acid, and 5.0 g of thallium trifluoroacetate was added at room temperature in an atmosphere of nitrogen gas. The mixture was stirred at room temperature for 4 hours, followed by stirring at 50° C. for 2 hours. After the starting material disappeared, 3 ml of an aqueous solution of 1.5 g of potassium iodide was added to the reaction mixture and the mixture... The reactants are FC(S(=O)(=O)OC1=C(C2=CC=CC=C2C=C1)[N+](=O)[O-])(F)F (1-Nitro-2-naphthyl trifluoromethanesulfonate), C(C)(C)(C)OC(=O)NCCN (N-(tert-butoxycarbonyl)ethylenediamine), C([O-])([O-])=O.[K+].[K+] (potassium carbonate), C1(=CC=CC=C1)C (toluene). Solvent: O (water). Product: C(C)(C)(C)OC(NCCNC1=C(C2=CC=CC=C2C=C1)[N+](=O)[O-])=O (tert-Butyl[2-[(1-nitro-2-naphthyl)amino]ethyl]carbamate). Isolated yield 90.5%. As a reaction SMILES: FC(F)(F)S(O[C:7]1[CH:16]=[CH:15][C:14]2[C:9](=[CH:10][CH:11]=[CH:12][CH:13]=2)[C:8]=1[N+:17]([O-:19])=[O:18])(=O)=O.[C:22]([O:26][C:27]([NH:29][CH2:30][CH2:31][NH2:32])=[O:28])([CH3:25])([CH3:24])[CH3:23].C(=O)([O-])[O-].[K+].[K+].C1(C)C=CC=CC=1>O>[C:22]([O:26][C:27](=[O:28])[NH:29][CH2:30][CH2:31][NH:32][C:7]1[CH:16]=[CH:15][C:14]2[C:9](=[CH:10][CH:11]=[CH:12][CH:13]=2)[C:8]=1[N+:17]([O-:19])=[O:18])([CH3:25])([CH3:23])[CH3:24] |f:2.3.4|. Procedure: 1-Nitro-2-naphthyl trifluoromethanesulfonate (1.61 g, 5 mmol), N-(tert-butoxycarbonyl)ethylenediamine (0.80 g, 5 mmol), potassium carbonate (0.69 g, 5 mmol), and toluene (20 mL) were mixed, and the mixture was refluxed by heating for 16 hours. This reaction mixture was added with water, the mixture was extracted with ethyl acetate, and the organic layer was washed with saturated brine, and dried over anhydrous sodium sulfate. The solvent was evaporated under reduced pressure to give yellow cryst... Starting materials: CC1(CC=C(C=2C=C(C=CC12)C#CC1=CC=C(C(=O)OCC)C=C1)C(C)(C)C)C (ethyl 4-[(7,8-dihydro-8,8-dimethyl-5-(1,1-dimethylethyl)naphth-3-yl)ethynyl]benzoate), CC1(CC=C(C=2C=C(C=CC12)C#CC1=CC=C(C(=O)OCC)C=C1)C(C)(C)C)C (ethyl 4-[(7,8-dihydro-8,8-dimethyl-5-(1,1-dimethylethyl)naphth-3-yl)ethynyl]benzoate), FC(S(=O)(=O)OC=1C=2C=CC(=CC2C(CC1)(C)C)C#CC1=CC=C(C(=O)OCC)C=C1)(F)F (ethyl 4-[(5-trifluoromethylsulfonyloxy-7,8-dihydro-8,8-dimethylnaphth-2-yl)ethynyl]benzoate), FC(S(=O)(=O)OC=1C=2C=CC(=CC2C(CC1)(C)C)C#CC1=CC=C(C(=O)OCC)C=C1)(F)F (ethyl 4-[(5-trifluoromethylsulfonyloxy-7,8-dihydro-8,8-dimethylnaphth-2-yl)ethynyl]benzoate). The product is CC=1C=2C=CC(=CC2C(CC1)(C)C)C#CC1=CC=C(C(=O)OCC)C=C1 (Ethyl 4-[(7,8-dihydro-5,8,8-trimethylnaphth-2-yl)ethynyl]benzoate). Reaction SMILES: [CH3:1][C:2]1([CH3:29])[C:11]2[CH:10]=[CH:9][C:8](C#CC3C=CC(C(OCC)=O)=CC=3)=[CH:7][C:6]=2[C:5]([C:25](C)(C)C)=[CH:4][CH2:3]1.FC(F)(F)S(OC1C2C=CC([C:48]#[C:49][C:50]3[CH:60]=[CH:59][C:53]([C:54]([O:56][CH2:57][CH3:58])=[O:55])=[CH:52][CH:51]=3)=CC=2C(C)(C)CC=1)(=O)=O>>[CH3:25][C:5]1[C:6]2[CH:7]=[CH:8][C:9]([C:48]#[C:49][C:50]3[CH:60]=[CH:59][C:53]([C:54]([O:56][CH2:57][CH3:58])=[O:55])=[CH:52][CH:51]=3)=[CH:10][C:11]=2[C:2]([CH3:1])([CH3:29])[CH2:3][CH:4]=1. Procedure details: Employing the same general procedure as for the preparation of ethyl 4-[(7,8-dihydro-8,8-dimethyl-5-(1,1-dimethylethyl)naphth-3-yl)ethynyl]benzoate (Compound 71), 300 mg (0.63 mmol) of ethyl 4-[(5-trifluoromethylsulfonyloxy-7,8-dihydro-8,8-dimethylnaphth-2-yl)ethynyl]benzoate (Compound 87) was converted into the title compound (colorless oil) using 84 mg (0.94 mmol) of cuprous cyanide, 40 mg (0.94 mmol) of lithium chloride and 41 mg (1.54 ml, 1.88 mmol) of methyllithium (1.22M solution in Et2O). Starting materials: C(#N)C1=CC=C(C=C1)NC(=S)N (4-cyanophenylthiourea), CI (methyl iodide). Solvent: CC(CC)=O (2-butanone). Reaction conditions: time 24 hour. Yields the product I.C(#N)C1=CC=C(C=C1)NC(SC)=N (N-(4-cyanophenyl)-S-methylisothiourea hydroiodide). Isolated yield 77.9%. RXN SMILES: [C:1]([C:3]1[CH:8]=[CH:7][C:6]([NH:9][C:10]([NH2:12])=[S:11])=[CH:5][CH:4]=1)#[N:2].[CH3:13][I:14]>CC(=O)CC>[IH:14].[C:1]([C:3]1[CH:4]=[CH:5][C:6]([NH:9][C:10](=[NH:12])[S:11][CH3:13])=[CH:7][CH:8]=1)#[N:2] |f:3.4|. Procedure: To a solution of 6.7 g (0.037 mol) of 4-cyanophenylthiourea in 150 cm3 of 2-butanone, 13.1 g (0.092 mol) of methyl iodide are added. After 24 hours of contact at room temperature, the solid formed is filtered, washed with 2-butanone (2×20 cm3) then with ethyl ether (2×50 cm3), which makes it possible to obtain 9.2 g (yield 76%; melting point 212° C.) of N-(4-cyanophenyl)-S-methylisothiourea hydroiodide: ##STR16##